From a dataset of the Open Reaction Database (ORD), a public repository of structured organic reaction records. describe an organic reaction: reactants, conditions, products, and yield As a reaction SMILES: C1(OC=O)C=CC=CC=1.[CH:10](=O)[C:11]1[CH:16]=[CH:15][CH:14]=[CH:13][CH:12]=1.[CH:18]1[CH:23]=[C:22](Cl)[CH:21]=[C:20]([C:25](OO)=O)[CH:19]=1.[Br-]>>[C:11]1([CH:10]=[CH:25][C:20]2[CH:21]=[CH:22][CH:23]=[CH:18][CH:19]=2)[CH:16]=[CH:15][CH:14]=[CH:13][CH:12]=1. The product is C1(=CC=CC=C1)C=CC1=CC=CC=C1 (stilbene). Procedure: Formic acid phenyl ester 7 may be synthesized from the corresponding benzaldehyde via traditional oxidation methods known in the art. For example, Baeyer-Villiger oxidation using m-CPBA to form 7, followed by deformylation using a suitable base and exposure to bromide 8 affords stilbene analog 9. Starting materials: [Br-] (bromide), C1(=CC=CC=C1)OC=O (Formic acid phenyl ester), C(C1=CC=CC=C1)=O (benzaldehyde), C1=CC(=CC(=C1)Cl)C(=O)OO (m-CPBA). Starting materials: C(C)(C)(C)O (tert.-butanol), N1=CC=CC=C1 (pyridine), C(C(=O)Cl)(=O)Cl (oxalyl chloride). The solvent is CCOCC (ether), CCOCC (ether). The product is tert-butyloxalic acid chloride. As a reaction SMILES: [C:1]([Cl:6])(=[O:5])[C:2]([Cl:4])=[O:3].[C:7](O)([CH3:10])([CH3:9])[CH3:8].N1C=CC=CC=1>CCOCC>[C:7]([ClH:4][C:2](=[O:3])[C:1]([Cl:6])=[O:5])([CH3:10])([CH3:9])[CH3:8]. Reported procedure: 84 ml of oxalyl chloride in 800 ml of ether was cooled to -60° C. and over half-an-hour, a solution of 94 ml of tert.-butanol, 80 ml of pyridine and 200 ml of ether was added. The temperature was allowed to rise to 0° C. with stirring for a further hour. After filtering and concentrating the filtrate dryness, the residue was distilled under reduced pressure to obtain 93 g of tert-butyloxalic acid chloride boiling at 13 mm Hg, 45°-46° C. Starting materials: CC(=O)C1=CC(=C(C=C1)[N+](=O)[O-])OC (3-methoxy-4-nitroacetophenone), [Se](=O)=O (selenium dioxide). Product: COC=1C=C(C=CC1[N+](=O)[O-])C(=O)C=O (3-Methoxy-4-nitrophenylglyoxal), expected product. As a reaction SMILES: [CH3:1][C:2]([C:4]1[CH:9]=[CH:8][C:7]([N+:10]([O-:12])=[O:11])=[C:6]([O:13][CH3:14])[CH:5]=1)=[O:3].[Se](=O)=[O:16]>>[CH3:14][O:13][C:6]1[CH:5]=[C:4]([C:2]([CH:1]=[O:16])=[O:3])[CH:9]=[CH:8][C:7]=1[N+:10]([O-:12])=[O:11]. Procedure details: 3-Methoxy-4-nitrophenylglyoxal was prepared according to the method described in Patent Application FR 2,351,108, but starting with 3-methoxy-4-nitroacetophenone (33.6 g) and selenium dioxide (22 g). The expected product (35 g) is obtained in the form of a brown oil, which was used without further purification for the subsequent steps. The reactants are C(C)OC(=O)C1CCC(CC1)=O (4-oxocyclohexylcarboxylic acid ethyl ester), C1(=CC=C(C=C1)S(=O)(=O)O)C (p-toluenesulfonic acid), C(OC)(OC)OC (trimethyl orthoformate), C(CO)O (ethylene glycol). Solvent: ClCCl (dichloromethane), C(C)N(CC)CC (triethylamine). Conditions: temperature 25 celsius, time 12 hour. Yields the product C(C)OC(=O)C1CCC2(OCCO2)CC1 (1,4-Dioxa-spiro[4.5]decane-8-carboxylic acid ethyl ester). RXN SMILES: [CH2:1]([O:3][C:4]([CH:6]1[CH2:11][CH2:10][C:9](=[O:12])[CH2:8][CH2:7]1)=[O:5])[CH3:2].C(OC)(OC)OC.[CH2:20](O)[CH2:21][OH:22].C1(C)C=CC(S(O)(=O)=O)=CC=1>ClCCl.C(N(CC)CC)C>[CH2:1]([O:3][C:4]([CH:6]1[CH2:11][CH2:10][C:9]2([O:22][CH2:21][CH2:20][O:12]2)[CH2:8][CH2:7]1)=[O:5])[CH3:2]. Procedure: A mixture that consists of 7.35 g of 4-oxocyclohexylcarboxylic acid ethyl ester, 28 ml of trimethyl orthoformate, 64 ml of ethylene glycol and 100 mg of p-toluenesulfonic acid in 120 ml of dichloromethane is stirred for 12 hours at 25° C. Then, 2 ml of triethylamine is added. It is washed with saturated sodium bicarbonate solution and then with saturated sodium chloride solution, dried on sodium sulfate, and concentrated by evaporation in a vacuum. The crude product that is obtained is purified ... Starting materials: CN(C)C(=O)Cl, Cl, CN(C)C=O, Nc1nccn2c(C3CCNCC3)nc(-c3cc4ccccc4[nH]3)c12. Yields the product CN(C)C(=O)N1CCC(c2nc(-c3cc4ccccc4[nH]3)c3c(N)nccn23)CC1. Reaction SMILES: [CH3:27][N:28]([C:29](=[O:30])[Cl:31])[CH3:32].[ClH:1].[O:33]=[CH:34][N:35]([CH3:36])[CH3:37].[nH:2]1[c:3](-[c:11]2[n:12][c:13]([CH:21]3[CH2:22][CH2:23][NH:24][CH2:25][CH2:26]3)[n:14]3[c:15]2[c:16]([NH2:20])[n:17][cH:18][cH:19]3)[cH:4][c:5]2[cH:6][cH:7][cH:8][cH:9][c:10]12>>[nH:2]1[c:3](-[c:11]2[n:12][c:13]([CH:21]3[CH2:22][CH2:23][N:24]([C:29]([N:28]([CH3:27])[CH3:32])=[O:30])[CH2:25][CH2:26]3)[n:14]3[c:15]2[c:16]([NH2:20])[n:17][cH:18][cH:19]3)[cH:4][c:5]2[cH:6][cH:7][cH:8][cH:9][c:10]12. The reactants are Brc1nccs1, CC(C)(C)OC(=O)N1CC2CNCC2C1, CCCCO. The product is CC(C)(C)OC(=O)N1CC2CN(c3nccs3)CC2C1. RXN SMILES: [Br:1][c:2]1[s:3][cH:4][cH:5][n:6]1.[C:7]([CH3:8])([CH3:9])([CH3:10])[O:11][C:12](=[O:13])[N:14]1[CH2:15][CH:16]2[CH2:17][NH:18][CH2:19][CH:20]2[CH2:21]1.[CH2:22]([OH:23])[CH2:24][CH2:25][CH3:26]>>[c:2]1([N:18]2[CH2:17][CH:16]3[CH2:15][N:14]([C:12]([O:11][C:7]([CH3:8])([CH3:9])[CH3:10])=[O:13])[CH2:21][CH:20]3[CH2:19]2)[s:3][cH:4][cH:5][n:6]1. Starting materials: C(C)(=O)C1=C(C(=C(C(=C1O)C)C)O)C (acetyl-trimethylhydroquinone), COCC(C)=O (methoxyacetone), N1CCCC1 (pyrrolidine). Run in C1(=CC=CC=C1)C (toluene). The product is OC=1C(=C2C(CC(OC2=C(C1C)C)(C)COC)=O)C (6-hydroxy-2-methoxymethyl-2,5,7,8-tetramethyl-chroman-4-one). Yield: 37.0%. Reaction SMILES: [C:1]([C:4]1[C:9]([OH:10])=[C:8]([CH3:11])[C:7]([CH3:12])=[C:6]([OH:13])[C:5]=1[CH3:14])(=[O:3])[CH3:2].[CH3:15][O:16][CH2:17][C:18](=O)[CH3:19].N1CCCC1>C1(C)C=CC=CC=1>[OH:13][C:6]1[C:5]([CH3:14])=[C:4]2[C:9](=[C:8]([CH3:11])[C:7]=1[CH3:12])[O:10][C:18]([CH2:17][O:16][CH3:15])([CH3:19])[CH2:2][C:1]2=[O:3]. Procedure: 3.00 g (15.6 mmoles) of acetyl-trimethylhydroquinone, 1.58 g (18 mmoles) of methoxyacetone and 250 g (30 mmoles) of pyrrolidine were reacted in toluene solution by a method similar to that of Example 1 to give the above product, which was obtained as an oil. Boiling point: 250°-270° C. (bulb tube); yield: 37%.